From a dataset of the Open Reaction Database (ORD), a public repository of structured organic reaction records. describe an organic reaction: reactants, conditions, products, and yield Starting materials: FC(F)(F)Cc1nc2cc(Cl)c(Cl)cc2[nH]1, [H-], N#CCI, [Na+], CN(C)C=O. The product is N#CCn1c(CC(F)(F)F)nc2cc(Cl)c(Cl)cc21. RXN SMILES: [Cl:1][c:2]1[cH:3][c:4]2[c:5]([nH:6][c:7]([CH2:9][C:10]([F:11])([F:12])[F:13])[n:8]2)[cH:14][c:15]1[Cl:16].[H-:17].[I:19][CH2:20][C:21]#[N:22].[Na+:18].[O:23]=[CH:24][N:25]([CH3:26])[CH3:27]>>[Cl:1][c:2]1[cH:3][c:4]2[c:5]([n:6][c:7]([CH2:9][C:10]([F:11])([F:12])[F:13])[n:8]2[CH2:20][C:21]#[N:22])[cH:14][c:15]1[Cl:16]. The reactants are ClC=1C=CC=2N=CN=C(C2N1)NC1CCOCC1 (6-chloro-N-(tetrahydro-2H-pyran-4-yl)pyrido[3,2-d]pyrimidin-4-amine), ClC=1C=CC=2N=CN=C(C2N1)NC1CCOCC1 (6-chloro-N-(tetrahydro-2H-pyran-4-yl)pyrido[3,2-d]pyrimidin-4-amine), ClC1=NC=C(C=C1NS(=O)(=O)C1=C(C=C(C=C1)F)F)B1OC(C(O1)(C)C)(C)C (N-(2-chloro-5-(4,4,5,5-tetramethyl-1,3,2-dioxaborolan-2-yl)pyridin-3-yl)-2,4-difluorobenzenesulfonamide), ClC1=NC=C(C=C1NS(=O)(=O)C1=C(C=C(C=C1)F)F)B1OC(C(O1)(C)C)(C)C (N-(2-chloro-5-(4,4,5,5-tetramethyl-1,3,2-dioxaborolan-2-yl)pyridin-3-yl)-2,4-difluorobenzenesulfonamide), PdCl2(dppf)-CH2Cl2Adduct, C([O-])(O)=O.[Na+] (sodium bicarbonate). Solvent: O1CCOCC1 (dioxane). Yields the product ClC1=NC=C(C=C1NS(=O)(=O)C1=C(C=C(C=C1)F)F)C=1C=CC=2N=CN=C(C2N1)NC1CCCC1 (N-(2-chloro-5-(4-(cyclo pentyl amino)pyrido[3,2-d]pyrimidin-6-yl)pyridin-3-yl)-2,4-difluorobenzenesulfonamide). Isolated yield 51.4%. Reaction SMILES: Cl[C:2]1[CH:3]=[CH:4][C:5]2[N:6]=[CH:7][N:8]=[C:9]([NH:12][CH:13]3[CH2:18][CH2:17]O[CH2:15][CH2:14]3)[C:10]=2[N:11]=1.[Cl:19][C:20]1[C:25]([NH:26][S:27]([C:30]2[CH:35]=[CH:34][C:33]([F:36])=[CH:32][C:31]=2[F:37])(=[O:29])=[O:28])=[CH:24][C:23](B2OC(C)(C)C(C)(C)O2)=[CH:22][N:21]=1.C(=O)(O)[O-].[Na+]>O1CCOCC1>[Cl:19][C:20]1[C:25]([NH:26][S:27]([C:30]2[CH:35]=[CH:34][C:33]([F:36])=[CH:32][C:31]=2[F:37])(=[O:29])=[O:28])=[CH:24][C:23]([C:2]2[CH:3]=[CH:4][C:5]3[N:6]=[CH:7][N:8]=[C:9]([NH:12][CH:13]4[CH2:18][CH2:17][CH2:15][CH2:14]4)[C:10]=3[N:11]=2)=[CH:22][N:21]=1 |f:2.3|. Procedure: A mixture of 6-chloro-N-(tetrahydro-2H-pyran-4-yl)pyrido[3,2-d]pyrimidin-4-amine (Intermediate 18) (0.043 g, 0.173 mmol), N-(2-chloro-5-(4,4,5,5-tetramethyl-1,3,2-dioxaborolan-2-yl)pyridine-3-yl)-2,4-difluorobenzenesulfonamide (Intermediate 3) (0.089 g, 0.207 mmol), PdCl2(dppf)-CH2Cl2Adduct (1.41 mg, 1.73 μmol) and 1 N aq. sodium bicarbonate (0.346 ml, 0.346 mmol) in dioxane (0.864 ml) subjected to microwave irradiation for 1 hour at 110° C. After cooling to room temperature, the reaction mixtur...